This data is from the Open Reaction Database (ORD), a public repository of structured organic reaction records. The task is: describe an organic reaction: reactants, conditions, products, and yield Starting materials: Cc1cc2c(s1)Nc1ccccc1N=C2N1CCN(C)C(CO)C1, COCC1CN(C2=Nc3ccccc3Nc3sc(C)cc32)CCN1. Product: COCC1CN(C2=Nc3ccccc3Nc3sc(C)cc32)CCN1C. Reaction SMILES: [CH3:1][N:2]1[CH:3]([CH2:23][OH:24])[CH2:4][N:5]([C:8]2=[N:9][c:10]3[c:11]([cH:19][cH:20][cH:21][cH:22]3)[NH:12][c:13]3[s:14][c:15]([CH3:18])[cH:16][c:17]32)[CH2:6][CH2:7]1.[CH3:25][O:26][CH2:27][CH:28]1[NH:29][CH2:30][CH2:31][N:32]([C:33]2=[N:47][c:46]3[c:41]([cH:42][cH:43][cH:44][cH:45]3)[NH:40][c:39]3[c:34]2[cH:35][c:36]([CH3:37])[s:38]3)[CH2:48]1>>[CH3:1][N:2]1[CH:3]([CH2:23][O:24][CH3:25])[CH2:4][N:5]([C:8]2=[N:9][c:10]3[c:11]([cH:19][cH:20][cH:21][cH:22]3)[NH:12][c:13]3[s:14][c:15]([CH3:18])[cH:16][c:17]32)[CH2:6][CH2:7]1. The reactants are F[B-](F)(F)F.N1(N=NC2=C1C=CC=C2)OC(=[N+](C)C)N(C)C (O-(benzotriazol-1-yl)-N,N,N′,N′-tetramethyluronium tetrafluoroborate), C(C)(C)N(C(C)C)CC (N,N-diisopropylethylamine), ON1N=NC2=C1C=CC=C2 (1-hydroxy-1H-benzotriazole), BrC1=CC(=C(C(=O)O)C=C1C)CC(=O)OCC (4-bromo-2-ethoxycarbonylmethyl-5-methyl-benzoic acid), CC1NCCC1 (rac-2-methyl-pyrrolidine). Run in O1CCCC1.O (tetrahydrofuran H2O), C(C)(=O)OCC (ethyl acetate). Reaction conditions: time 10 minute. Yields the product BrC1=CC(=C(C(=O)N2C(CCC2)C)C=C1C)CC(=O)OCC (rac-N-(4-bromo-2-ethoxycarbonylmethyl-5-methyl-benzoyl)-2-methyl-pyrrolidine). As a reaction SMILES: F[B-](F)(F)F.N1(OC(N(C)C)=[N+](C)C)[C:10]2[CH:11]=[CH:12][CH:13]=C[C:9]=2[N:8]=N1.C(N(CC)C(C)C)(C)C.ON1C2C=CC=CC=2N=N1.[Br:42][C:43]1[C:51]([CH3:52])=[CH:50][C:46]([C:47]([OH:49])=O)=[C:45]([CH2:53][C:54]([O:56][CH2:57][CH3:58])=[O:55])[CH:44]=1.CC1CCCN1>O1CCCC1.O.C(OCC)(=O)C>[Br:42][C:43]1[C:51]([CH3:52])=[CH:50][C:46]([C:47]([N:8]2[CH2:9][CH2:10][CH2:11][CH:12]2[CH3:13])=[O:49])=[C:45]([CH2:53][C:54]([O:56][CH2:57][CH3:58])=[O:55])[CH:44]=1 |f:0.1,6.7|. Reported procedure: 2.2 g (6.85 mmol) of O-(benzotriazol-1-yl)-N,N,N′,N′-tetramethyluronium tetrafluoroborate, 2.41 ml (13.9 mmol) of N,N-diisopropylethylamine and 0.27 g (2.0 mmol) of 1-hydroxy-1H-benzotriazole are added successively to a solution of 1.9 g (6.31 mmol) of 4-bromo-2-ethoxycarbonylmethyl-5-methyl-benzoic acid in 660 ml of tetrahydrofuran/H2O (9:1). After 10 minutes' stirring, 0.59 g (6.94 mmol) of rac-2-methyl-pyrrolidine is added, the mixture is stirred for another 19 hours and then diluted with 200... The reactants are C(C1=CC=CC=C1)(=O)O[C@H]1C(O[C@@H]([C@H]1OC(C1=CC=CC=C1)=O)COC(C1=CC=CC=C1)=O)Br (2,3,5-Tri-O-benzoyl-D-ribofuranosyl bromide), [Hg](C#N)C#N (Hg(CN)2). Solvent: C(Cl)Cl (CH2Cl2). Run at time 16 hour. Product: C(C1=CC=CC=C1)(=O)O[C@H]1[C@@H](O[C@@H]([C@H]1OC(C1=CC=CC=C1)=O)COC(C1=CC=CC=C1)=O)C#N (2,3,5-Tri-O-benzoyl-β-D-ribofuranosyl cyanide). Yield: 524.3%. Reaction SMILES: [C:1]([O:9][C@@H:10]1[C@H:14]([O:15][C:16](=[O:23])[C:17]2[CH:22]=[CH:21][CH:20]=[CH:19][CH:18]=2)[C@@H:13]([CH2:24][O:25][C:26](=[O:33])[C:27]2[CH:32]=[CH:31][CH:30]=[CH:29][CH:28]=2)[O:12][CH:11]1Br)(=[O:8])[C:2]1[CH:7]=[CH:6][CH:5]=[CH:4][CH:3]=1.[Hg](C#N)[C:36]#[N:37]>C(Cl)Cl>[C:1]([O:9][C@@H:10]1[C@H:14]([O:15][C:16](=[O:23])[C:17]2[CH:22]=[CH:21][CH:20]=[CH:19][CH:18]=2)[C@@H:13]([CH2:24][O:25][C:26](=[O:33])[C:27]2[CH:32]=[CH:31][CH:30]=[CH:29][CH:28]=2)[O:12][C@H:11]1[C:36]#[N:37])(=[O:8])[C:2]1[CH:7]=[CH:6][CH:5]=[CH:4][CH:3]=1. Procedure details: A suspension of 2,3,5-tri-O-benzoyl-D-ribofuranosyl bromide (I) (1.98 mol) and dry Hg(CN)2 (750 g; 2.97 mol) (mercury (II) cyanide was dried in vacuo at 140° for 12 hours) in dry CH2Cl2 (10.0 L), was stirred for 16 h at room temperature protected from moisture. The insolubles were collected and discarded. The filtrate was washed in succession with 5% aqueous KI (2×6.0 L) and water (2×6.0 L), dried over Na2SO4 (1.0 kg) and charcoal (35 g), then concentrated in vacuo to an oil. This material was d...